Dataset: the Open Reaction Database (ORD), a public repository of structured organic reaction records. Task: describe an organic reaction: reactants, conditions, products, and yield Starting materials: S(=S)(=O)([O-])[O-].[Na+].[Na+] (sodium thiosulfate), Cl[O-].[Na+] (sodium hypochlorite), ClC1=C(OCC(=O)O)C=CC(=C1Cl)C(=O)C1=CC=NN1CC ([2,3-dichloro-4-(1-ethyl-5-pyrazolylcarbonyl)phenoxy]acetic acid), Cl[O-].[Na+] (sodium hypochloride). The solvent is O (water), C(C)(=O)O (acetic acid), CN(C=O)C (dimethylformamide). Reaction conditions: time 30 minute. Product: ClC1=C(OCC(=O)O)C=CC(=C1Cl)C(=O)C1=C(C=NN1CC)Cl ([2,3-dichloro-4-(4-chloro-1-ethyl-5-pyrazolylcarbonyl)phenoxy]acetic acid). As a reaction SMILES: [Cl:1][O-].[Na+].[Cl:4][C:5]1[C:15]([Cl:16])=[C:14]([C:17]([C:19]2[N:23]([CH2:24][CH3:25])[N:22]=[CH:21][CH:20]=2)=[O:18])[CH:13]=[CH:12][C:6]=1[O:7][CH2:8][C:9]([OH:11])=[O:10].S([O-])([O-])(=O)=S.[Na+].[Na+]>C(O)(=O)C.CN(C)C=O.O>[Cl:4][C:5]1[C:15]([Cl:16])=[C:14]([C:17]([C:19]2[N:23]([CH2:24][CH3:25])[N:22]=[CH:21][C:20]=2[Cl:1])=[O:18])[CH:13]=[CH:12][C:6]=1[O:7][CH2:8][C:9]([OH:11])=[O:10] |f:0.1,3.4.5|. Procedure: 6.7 g of an aqueous 10% sodium hypochlorite solution are added dropwise to a solution of 2.36 g of [2,3-dichloro-4-(1-ethyl-5-pyrazolylcarbonyl)phenoxy]acetic acid in a mixture of 50 ml of acetic acid and 20 ml of dimethylformamide, and the mixture is stirred at room temperature for 30 minutes. A solution of 2.0 g of sodium thiosulfate in 5 ml of water is added to the reaction mixture to decompose excess sodium hypochloride, and the mixture is evaporated to remove solvent. The residue (oil) is d... The reactants are FC=1C=C(C(=O)N)C=C(C1)[N+](=O)[O-] (3-fluoro-5-nitrobenzamide), C([O-])([O-])=O.[Cs+].[Cs+] (cesium carbonate), S(=O)(=O)(OC)OC (dimethyl sulphate). Run in CN(C)C=O (DMF). Reaction conditions: time 24 hour. Yields the product FC=1C=C(C(=O)NC)C=C(C1)[N+](=O)[O-] (3-fluoro-N-methyl-5-nitrobenzamide). Yield: 74.3%. RXN SMILES: [F:1][C:2]1[CH:3]=[C:4]([CH:8]=[C:9]([N+:11]([O-:13])=[O:12])[CH:10]=1)[C:5]([NH2:7])=[O:6].[C:14](=O)([O-])[O-].[Cs+].[Cs+].S(OC)(OC)(=O)=O>CN(C=O)C>[F:1][C:2]1[CH:3]=[C:4]([CH:8]=[C:9]([N+:11]([O-:13])=[O:12])[CH:10]=1)[C:5]([NH:7][CH3:14])=[O:6] |f:1.2.3|. Reported procedure: To a solution of 3-fluoro-5-nitrobenzamide (1.0 g, 5.43 mmoL) in DMF (17 mL) was added cesium carbonate (2.6 g, 8.14 mmoL) and dimethyl sulphate (547 mg, 4.34 mmol) and the reaction mixture was stirred at RT for 24 h. The reaction mixture was concentrated under reduced pressure and extracted with EtOAc (2×40 ml). The organic layer was washed with brine, dried over anhydrous sodium sulfate and concentrated under reduced pressure. Purification by silica gel column chromatography provided 3-fluoro-...